This data is from the Open Reaction Database (ORD), a public repository of structured organic reaction records. The task is: describe an organic reaction: reactants, conditions, products, and yield Reactants: NCCC1=CNC(N1[C@H]1COC2=C(C=C(C=C2C1)F)F)=S ((R)-5-(2-aminoethyl)-1-(6,8-difluorochroman-3-yl)-1,3-dihydroimidazole-2-thione), C(C1=CC=CC=C1)=O (benzaldehyde), ClCCl (dichloromethane). Solvent: CO (methanol). Reaction conditions: time 64 hour. The product is C(C1=CC=CC=C1)NCCC1=CNC(N1[C@H]1COC2=C(C=C(C=C2C1)F)F)=S ((R)-5-(2-(benzylamino)ethyl)-1-(6,8-difluorochroman-3-yl)-1H-imidazole-2(3H)-thione). Reaction SMILES: [NH2:1][CH2:2][CH2:3][C:4]1[N:8]([C@@H:9]2[CH2:18][C:17]3[C:12](=[C:13]([F:20])[CH:14]=[C:15]([F:19])[CH:16]=3)[O:11][CH2:10]2)[C:7](=[S:21])[NH:6][CH:5]=1.[CH:22](=O)[C:23]1[CH:28]=[CH:27][CH:26]=[CH:25][CH:24]=1.ClCCl>CO>[CH2:22]([NH:1][CH2:2][CH2:3][C:4]1[N:8]([C@@H:9]2[CH2:18][C:17]3[C:12](=[C:13]([F:20])[CH:14]=[C:15]([F:19])[CH:16]=3)[O:11][CH2:10]2)[C:7](=[S:21])[NH:6][CH:5]=1)[C:23]1[CH:28]=[CH:27][CH:26]=[CH:25][CH:24]=1. Reported procedure: To (R)-5-(2-aminoethyl)-1-(6,8-difluorochroman-3-yl)-1,3-dihydroimidazole-2-thione (2.36 g, 7.58 mmol) and benzaldehyde (0.85 ml, 8.34 mmol) in a mixture of methanol (15 ml), and dichloromethane (15 ml) sodium cyanoborohydride (0.67 g, 10.66 mmol) was added at 20-25° C. in portions. The mixture was stirred for 64 h, quenched with 1N HCl (12 ml) with stirring followed by 3N NaOH (12 ml). The mixture was extracted with DCM (100 ml), the organic phase was washed with brine (50 ml), dried (MgSO4) an... Starting materials: C(CCC)[Sn](CCCC)(CCCC)Cl (tributylstannyl chloride), O (water), C(C)(CC)[Li] (sec-butyllithium), O1C(=CC=C1)C1OCCCO1 (2-(2-furyl)-1,3-dioxane). The solvent is C1CCOC1 (THF), C1CCOC1 (THF). Run at temperature -20 celsius, time 2.5 hour. Yields the product O1C(OCCC1)C1=CC=C(O1)[Sn](CCCC)(CCCC)CCCC (5-(1,3-Dioxan-2-yl)-2-tributylstannyl-furan). Reaction SMILES: C([Li])(CC)C.[O:6]1[CH:10]=[CH:9][CH:8]=[C:7]1[CH:11]1[O:16][CH2:15][CH2:14][CH2:13][O:12]1.[CH2:17]([Sn:21](Cl)([CH2:26][CH2:27][CH2:28][CH3:29])[CH2:22][CH2:23][CH2:24][CH3:25])[CH2:18][CH2:19][CH3:20].O>C1COCC1>[O:16]1[CH2:15][CH2:14][CH2:13][O:12][CH:11]1[C:7]1[O:6][C:10]([Sn:21]([CH2:22][CH2:23][CH2:24][CH3:25])([CH2:26][CH2:27][CH2:28][CH3:29])[CH2:17][CH2:18][CH2:19][CH3:20])=[CH:9][CH:8]=1. Procedure: 200 ml of sec-butyllithium (1.3M solution in cyclohexane, 260 mmol) were added dropwise to a solution of 34.4 g of 2-(2-furyl)-1,3-dioxane (224 mmol, obtainable from furfural and propane-1,3-diol) in 320 ml of THF at −70° C. in the course of 20 minutes. The solution was warmed at −20° C. for 30 minutes and then cooled again to −78° C. A solution of 60.8 ml of tributylstannyl chloride in 160 ml of THF was then added dropwise in the course of 30 minutes, after which the mixture was allowed to warm...